From a dataset of the Open Reaction Database (ORD), a public repository of structured organic reaction records. describe an organic reaction: reactants, conditions, products, and yield Starting materials: Cn1nc(N)nc1NCCCOc1cccc(CN2CCCCC2)c1, [Cl-], c1ccncc1, O=C(O)c1ccco1. Yields the product Cn1nc(NC(=O)c2ccco2)nc1NCCCOc1cccc(CN2CCCCC2)c1. RXN SMILES: [CH3:1][n:2]1[n:3][c:4]([NH2:25])[n:5][c:6]1[NH:7][CH2:8][CH2:9][CH2:10][O:11][c:12]1[cH:13][c:14]([CH2:18][N:19]2[CH2:20][CH2:21][CH2:22][CH2:23][CH2:24]2)[cH:15][cH:16][cH:17]1.[Cl-:34].[cH:35]1[cH:36][cH:37][n:38][cH:39][cH:40]1.[o:26]1[c:27]([C:31](=[O:32])[OH:33])[cH:28][cH:29][cH:30]1>>[CH3:1][n:2]1[n:3][c:4]([NH:25][C:31]([c:27]2[o:26][cH:30][cH:29][cH:28]2)=[O:32])[n:5][c:6]1[NH:7][CH2:8][CH2:9][CH2:10][O:11][c:12]1[cH:13][c:14]([CH2:18][N:19]2[CH2:20][CH2:21][CH2:22][CH2:23][CH2:24]2)[cH:15][cH:16][cH:17]1. Starting materials: C(#N)C1=CC(=C(C=C1)N=C1SC[C@@H](N1)CC(C)C)CC ((4S)-2-(4-cyano-2-ethylphenylimino)-4-isobutyl-1,3-thiazolidine), C(C(C)C)Br (isobutyl bromide). Yields the product C(#N)C1=CC(=C(C=C1)N=C1SC[C@@H](N1CC(C)C)CC(C)C)CC ((4S)-2-(4-cyano-2-ethylphenylimino)-3,4-diisobutyl-1,3-thiazolidine). As a reaction SMILES: [C:1]([C:3]1[CH:8]=[CH:7][C:6]([N:9]=[C:10]2[NH:14][C@@H:13]([CH2:15][CH:16]([CH3:18])[CH3:17])[CH2:12][S:11]2)=[C:5]([CH2:19][CH3:20])[CH:4]=1)#[N:2].[CH2:21](Br)[CH:22]([CH3:24])[CH3:23]>>[C:1]([C:3]1[CH:8]=[CH:7][C:6]([N:9]=[C:10]2[N:14]([CH2:21][CH:22]([CH3:24])[CH3:23])[C@@H:13]([CH2:15][CH:16]([CH3:17])[CH3:18])[CH2:12][S:11]2)=[C:5]([CH2:19][CH3:20])[CH:4]=1)#[N:2]. Procedure details: (1S)-1-(Hydroxymethyl)-3-methylbutylamine was reacted with SOCl2 followed by 4-cyano-2-ethylphenyl isothiocyanate according to Method C2a to give (4S)-2-(4-cyano-2-ethylphenylimino)-4-isobutyl-1,3-thiazolidine. The thiazolidine was reacted with isobutyl bromide according to Method D2a to give (4S)-2-(4-cyano-2-ethylphenylimino)-3,4-diisobutyl-1,3-thiazolidine.